describe an organic reaction: reactants, conditions, products, and yield From a dataset of the Open Reaction Database (ORD), a public repository of structured organic reaction records. Starting materials: C1(O)=CC=C(O)C=C1 (hydroquinone), C(C(=C)C)(=O)Cl (methacryloyl chloride). Solvent: CC(=O)C (acetone), N1=CC=CC=C1 (pyridine). Conditions: temperature 0 celsius, time 3 hour. The product is C(C(=C)C)(=O)O.C1(O)=CC=C(O)C=C1 (hydroquinone monomethacrylate). As a reaction SMILES: [C:1]1([CH:8]=[CH:7][C:5]([OH:6])=[CH:4][CH:3]=1)[OH:2].[C:9](Cl)(=[O:13])[C:10]([CH3:12])=[CH2:11]>CC(C)=O.N1C=CC=CC=1>[C:9]([OH:13])(=[O:2])[C:10]([CH3:12])=[CH2:11].[C:1]1([CH:8]=[CH:7][C:5]([OH:6])=[CH:4][CH:3]=1)[OH:2] |f:4.5|. Reported procedure: 350 g of hydroquinone was dissolved in 2.5 kg of acetone and 500 ml of pyridine. After cooling to 0° C., 313.5 g of methacryloyl chloride was added dropwise, with the reaction temperature maintained at 0° to 5° C. Stirring was then carried out for 3 hours at the same temperature. After stirring for one more hour at room temperature, the acetone was evaporated. Water was then added, and hydrochloric acid was used to adjust the solution to an acidic pH (pH 4), with ether extraction then performed.... The reactants are C(C)(C)(C)C1=CC=C(C=C1)S(=O)(=O)N(C1=C(C(=NN1C)OCCOC)C1=CC=C(C=C1)C)S(=O)(=O)C1=CC=C(C=C1)C(C)(C)C (4-(tert-Butyl)-N-{[4-(tert-butyl)phenyl]sulfonyl}-N-[3-(2-methoxyethoxy)-1-methyl-4-(4-methylphenyl)-1H-pyrazol-5-yl]benzenesulfonamide), [OH-].[Na+] (sodium hydroxide). Yields the product C(C)(C)(C)C1=CC=C(C=C1)S(=O)(=O)NC1=C(C(=NN1C)OCCOC)C1=CC=C(C=C1)C (4-(tert-butyl)-N-[3-(2-methoxyethoxy)-1-methyl-4-(4-methylphenyl)-1H-pyrazol-5-yl)benzenesulfonamide). As a reaction SMILES: [C:1]([C:5]1[CH:10]=[CH:9][C:8]([S:11]([N:14](S(C2C=CC(C(C)(C)C)=CC=2)(=O)=O)[C:15]2[N:19]([CH3:20])[N:18]=[C:17]([O:21][CH2:22][CH2:23][O:24][CH3:25])[C:16]=2[C:26]2[CH:31]=[CH:30][C:29]([CH3:32])=[CH:28][CH:27]=2)(=[O:13])=[O:12])=[CH:7][CH:6]=1)([CH3:4])([CH3:3])[CH3:2].[OH-].[Na+]>O1CCOCC1>[C:1]([C:5]1[CH:6]=[CH:7][C:8]([S:11]([NH:14][C:15]2[N:19]([CH3:20])[N:18]=[C:17]([O:21][CH2:22][CH2:23][O:24][CH3:25])[C:16]=2[C:26]2[CH:31]=[CH:30][C:29]([CH3:32])=[CH:28][CH:27]=2)(=[O:12])=[O:13])=[CH:9][CH:10]=1)([CH3:4])([CH3:3])[CH3:2] |f:1.2|. Reported procedure: 4-(tert-Butyl)-N-{[4-(tert-butyl)phenyl]sulfonyl}-N-[3-(2-methoxyethoxy)-1-methyl-4-(4-methylphenyl)-1H-pyrazol-5-yl]benzenesulfonamide (Preparation 18)(278 mg) was dissolved in dioxane, 1M sodium hydroxide solution (4 ml) was added and the reaction was stirred at reflux for 0.5 hours. The solvent was removed under reduced pressure. The residue was partitioned between ethyl acetate and 1M hydrochloric acid. The organic phase was separated, dried over magnesium sulphate and the solvent removed un... The solvent is O1CCOCC1 (dioxane). Yield: 82.2%.